From a dataset of the Open Reaction Database (ORD), a public repository of structured organic reaction records. describe an organic reaction: reactants, conditions, products, and yield Starting materials: COC(CC=1C=C(C(=CC1)OC)C1=C(C=C(C=C1)C(F)(F)F)CNCC)=O ((2′-ethylaminomethyl-6-methoxy-4′-trifluoromethyl-biphenyl-3-yl)-acetic acid methyl ester), C(C1=CC=CC=C1)OCC(=O)Cl (benzyloxyacetyl chloride). The product is C(C1=CC=CC=C1)OCC(=O)N(CC)CC1=C(C=CC(=C1)C(F)(F)F)C1=CC(=CC=C1OC)CC(=O)O ((2′-{[(2-Benzyloxy-acetyl)-ethyl-amino]-methyl}-6-methoxy-4′-trifluoromethyl-biphenyl-3-yl)-acetic acid). As a reaction SMILES: C[O:2][C:3](=[O:27])[CH2:4][C:5]1[CH:6]=[C:7]([C:13]2[CH:18]=[CH:17][C:16]([C:19]([F:22])([F:21])[F:20])=[CH:15][C:14]=2[CH2:23][NH:24][CH2:25][CH3:26])[C:8]([O:11][CH3:12])=[CH:9][CH:10]=1.[CH2:28]([O:35][CH2:36][C:37](Cl)=[O:38])[C:29]1[CH:34]=[CH:33][CH:32]=[CH:31][CH:30]=1>>[CH2:28]([O:35][CH2:36][C:37]([N:24]([CH2:23][C:14]1[CH:15]=[C:16]([C:19]([F:21])([F:22])[F:20])[CH:17]=[CH:18][C:13]=1[C:7]1[C:8]([O:11][CH3:12])=[CH:9][CH:10]=[C:5]([CH2:4][C:3]([OH:27])=[O:2])[CH:6]=1)[CH2:25][CH3:26])=[O:38])[C:29]1[CH:34]=[CH:33][CH:32]=[CH:31][CH:30]=1. Reported procedure: (2′-{[(2-Benzyloxy-acetyl)-ethyl-amino]-methyl}-6-methoxy-4′-trifluoromethyl-biphenyl-3-yl)-acetic acid (Compound 1-92) was prepared by following the procedures outlined in Example 1 and using (2′-ethylaminomethyl-6-methoxy-4′-trifluoromethyl-biphenyl-3-yl)-acetic acid methyl ester and benzyloxyacetyl chloride. The reactants are CN(C)CCc1nnc2n1-c1ccc(Cl)cc1C(c1ccccc1)NC2, c1ccccc1. Yields the product CN(C)CCc1nnc2n1-c1ccc(Cl)cc1C(c1ccccc1)=NC2. As a reaction SMILES: [CH3:1][N:2]([CH2:3][CH2:4][c:5]1[n:6][n:7][c:8]2[n:9]1-[c:10]1[c:11]([cH:21][c:22]([Cl:25])[cH:23][cH:24]1)[CH:12]([c:15]1[cH:16][cH:17][cH:18][cH:19][cH:20]1)[NH:13][CH2:14]2)[CH3:26].[cH:27]1[cH:28][cH:29][cH:30][cH:31][cH:32]1>>[CH3:1][N:2]([CH2:3][CH2:4][c:5]1[n:6][n:7][c:8]2[n:9]1-[c:10]1[c:11]([cH:21][c:22]([Cl:25])[cH:23][cH:24]1)[C:12]([c:15]1[cH:16][cH:17][cH:18][cH:19][cH:20]1)=[N:13][CH2:14]2)[CH3:26]. Reactants: C1CCOC1, CO, CC(C)(C)OC(=O)NC(c1ccc(C(F)(F)F)cc1)C(CO[Si](C)(C)C(C)(C)C)OS(C)(=O)=O, [H-], [Na+]. Yields the product CC(C)(C)OC(=O)N1C(CO[Si](C)(C)C(C)(C)C)C1c1ccc(C(F)(F)F)cc1. Reaction SMILES: [CH2:39]1[O:40][CH2:41][CH2:42][CH2:43]1.[CH3:37][OH:38].[CH3:3][S:4]([O:5][CH:8]([CH:9]([c:10]1[cH:11][cH:12][c:13]([C:16]([F:17])([F:18])[F:19])[cH:14][cH:15]1)[NH:20][C:21](=[O:22])[O:23][C:24]([CH3:25])([CH3:26])[CH3:27])[CH2:28][O:29][Si:30]([CH3:31])([CH3:32])[C:33]([CH3:34])([CH3:35])[CH3:36])(=[O:6])=[O:7].[H-:1].[Na+:2]>>[CH:8]1([CH2:28][O:29][Si:30]([CH3:31])([CH3:32])[C:33]([CH3:34])([CH3:35])[CH3:36])[CH:9]([c:10]2[cH:11][cH:12][c:13]([C:16]([F:17])([F:18])[F:19])[cH:14][cH:15]2)[N:20]1[C:21](=[O:22])[O:23][C:24]([CH3:25])([CH3:26])[CH3:27]. Starting materials: CCCC(NC(=O)OC(C)(C)C)c1cncc(Br)c1, C1CCOC1, C[S-], [Na+], O. The product is CCCC(NC(=O)OC(C)(C)C)c1cncc(SC)c1. As a reaction SMILES: [C:1]([CH3:2])([CH3:3])([CH3:4])[O:5][C:6]([NH:7][CH:8]([CH2:9][CH2:10][CH3:11])[c:12]1[cH:13][n:14][cH:15][c:16]([Br:18])[cH:17]1)=[O:19].[CH2:24]1[O:25][CH2:26][CH2:27][CH2:28]1.[CH3:20][S-:21].[Na+:22].[OH2:23]>>[C:1]([CH3:2])([CH3:3])([CH3:4])[O:5][C:6]([NH:7][CH:8]([CH2:9][CH2:10][CH3:11])[c:12]1[cH:13][n:14][cH:15][c:16]([S:21][CH3:20])[cH:17]1)=[O:19]. Starting materials: Cc1ccc(S(=O)(=O)NC(=O)OC(C)(C)C)cc1, CO. The product is Cc1ccc(S(=O)(=O)N(C)C(=O)OC(C)(C)C)cc1. Reaction SMILES: [C:1](=[O:2])([O:3][C:4]([CH3:5])([CH3:6])[CH3:7])[NH:8][S:9](=[O:10])(=[O:11])[c:12]1[cH:13][cH:14][c:15]([CH3:18])[cH:16][cH:17]1.[CH3:19][OH:20]>>[C:1](=[O:2])([O:3][C:4]([CH3:5])([CH3:6])[CH3:7])[N:8]([S:9](=[O:10])(=[O:11])[c:12]1[cH:13][cH:14][c:15]([CH3:18])[cH:16][cH:17]1)[CH3:19]. Reactants: C(CC)(=O)C=1C=NC2=C(C=CC=C2C1Cl)OCCSC (3-propanoyl-4-chloro-8-(2-methylthioethoxy)quinoline), NC=1C(=CC=CC1)C (o-toluidine). Solvent: C(C)#N (acetonitrile). Run at temperature 55 celsius, time 3.5 hour. The product is C(CC)(=O)C=1C=NC2=C(C=CC=C2C1NC1=C(C=CC=C1)C)OCCSC (3-propanoyl-4-(2-methylphenylamino)-8-(2-methylthioethoxy)quinoline). Isolated yield 62.2%. As a reaction SMILES: [C:1]([C:5]1[CH:6]=[N:7][C:8]2[C:13]([C:14]=1Cl)=[CH:12][CH:11]=[CH:10][C:9]=2[O:16][CH2:17][CH2:18][S:19][CH3:20])(=[O:4])[CH2:2][CH3:3].[NH2:21][C:22]1[C:23]([CH3:28])=[CH:24][CH:25]=[CH:26][CH:27]=1>C(#N)C>[C:1]([C:5]1[CH:6]=[N:7][C:8]2[C:13]([C:14]=1[NH:21][C:22]1[CH:27]=[CH:26][CH:25]=[CH:24][C:23]=1[CH3:28])=[CH:12][CH:11]=[CH:10][C:9]=2[O:16][CH2:17][CH2:18][S:19][CH3:20])(=[O:4])[CH2:2][CH3:3]. Reported procedure: A mixture of 3-propanoyl-4-chloro-8-(2-methylthioethoxy)quinoline (0.60 g, 1.9 mmol) and o-toluidine (0.25 g, 2.3 mmol) in acetonitrile was heated to 55° C. and stirred for 3.5 h. The solvent was evaporated and the residue was partitioned between methylene chloride and a 10% sodium carbonate solution. The organic layer was dried over sodium sulfate and evaporated. Chromatography (SiO2 ; CH2Cl2 :EtOAc 60:40) gave 0.45 g (61%) of the title compound. The reactants are ClC1=C(C(=CC=C1)Cl)NC1=C(C(=O)O)C=CC=C1 (2-[(2,6-dichlorophenyl)amino]benzoic acid), Cl.NO (hydroxylamine hydrochloride). Yields the product ClC1=C(C(=CC=C1)Cl)NC1=C(C(=O)NO)C=CC=C1 (2-[(2,6-dichlorophenyl)amino]-N-hydroxybenzamide). Isolated yield 67.2%. RXN SMILES: [Cl:1][C:2]1[CH:7]=[CH:6][CH:5]=[C:4]([Cl:8])[C:3]=1[NH:9][C:10]1[CH:18]=[CH:17][CH:16]=[CH:15][C:11]=1[C:12](O)=[O:13].Cl.[NH2:20][OH:21]>>[Cl:1][C:2]1[CH:7]=[CH:6][CH:5]=[C:4]([Cl:8])[C:3]=1[NH:9][C:10]1[CH:18]=[CH:17][CH:16]=[CH:15][C:11]=1[C:12]([NH:20][OH:21])=[O:13] |f:1.2|. Procedure details: According to the procedure of Example 1, 2-[(2,6-dichlorophenyl)amino]benzoic acid (J. S. Kaltenbronn, et al., Arzneimittel-Forschung/ Drug Research, 33(1), 4a, 621-627 (1983)) (4.1 g) is reacted with hydroxylamine hydrochloride (4.04 g) to provide 2-[(2,6-dichlorophenyl)amino]-N-hydroxybenzamide (2.9 g, 67%); mp 171-173° C. The reactants are ClC(Cl)(OC(OC(Cl)(Cl)Cl)=O)Cl (Triphosgene), mixture, O[C@H](C(=O)O)[C@@H](C(=O)O)O ((2S,3S)-2,3-dihydroxysuccinic acid), C1(=CC=CC=C1)[C@@H]1[C@H](C1)N ((1S,2R)-2-phenylcyclopropanamine), C(=O)(O)[O-].[Na+] (NaHCO3). Run in C(Cl)Cl (DCM). Conditions: temperature 0 celsius, time 1 hour. The product is N(=C=O)[C@@H]1[C@H](C1)C1=CC=CC=C1 ([(1R,2S)-2-Isocyanatocyclopropyl]benzene). As a reaction SMILES: ClC(Cl)(O[C:5](=[O:11])OC(Cl)(Cl)Cl)Cl.O[C@@H]([C@H](O)C(O)=O)C(O)=O.[C:23]1([C@H:29]2[CH2:31][C@@H:30]2[NH2:32])[CH:28]=[CH:27][CH:26]=[CH:25][CH:24]=1.C([O-])(O)=O.[Na+]>C(Cl)Cl>[N:32]([C@H:30]1[CH2:31][C@@H:29]1[C:23]1[CH:28]=[CH:27][CH:26]=[CH:25][CH:24]=1)=[C:5]=[O:11] |f:3.4|. Procedure: Triphosgene (0.33 eq.) was added to a stirred, cooled 0° C., 0.053 M mixture of (2S,3S)-2,3-dihydroxysuccinic acid and (1S,2R)-2-phenylcyclopropanamine (1:1) (prepared according to: Newman in “Optical resolution procedures for chemical compounds” Chapter 1 Amines and related com. Pages 120-122) in a 1:1 mixture of DCM and sat. aq. NaHCO3 solution, and the reaction mixture was stirred at 0° C. for 1 h. The reaction was poured into a separatory funnel and layers were separated. Aqueous layer was e... Procedure: In analogy to the procedure described for the preparation of intermediate A-7, 5-bromopyridin-3-ol was reacted with (cis)-(4-hydroxy-cyclohexyl)-carbamic acid tert-butyl ester in presence of di-(4-chlorobenzyl)azodicarboxylate and triphenylphosphine to give the title compound as a colorless solid. MS: 371.3 and 373.3 (M+H+). Reactants: C(C)(C)(C)OC(N[C@@H]1CC[C@@H](CC1)O)=O ((cis)-(4-hydroxy-cyclohexyl)-carbamic acid tert-butyl ester), C1=CC(=CC=C1COC(=O)/N=N\C(=O)OCC2=CC=C(C=C2)Cl)Cl (di-(4-chlorobenzyl)azodicarboxylate), C1(=CC=CC=C1)P(C1=CC=CC=C1)C1=CC=CC=C1 (triphenylphosphine), BrC=1C=C(C=NC1)O (5-bromopyridin-3-ol). Product: BrC=1C=C(C=NC1)O[C@@H]1CC[C@H](CC1)NC(OC(C)(C)C)=O (tert-Butyl (trans)-4-(5-bromopyridin-3-yloxy)cyclohexylcarbamate). Reaction SMILES: [Br:1][C:2]1[CH:3]=[C:4]([OH:8])[CH:5]=[N:6][CH:7]=1.[C:9]([O:13][C:14](=[O:23])[NH:15][C@H:16]1[CH2:21][CH2:20][C@@H:19](O)[CH2:18][CH2:17]1)([CH3:12])([CH3:11])[CH3:10].C1C(COC(/N=N\C(OCC2C=CC(Cl)=CC=2)=O)=O)=CC=C(Cl)C=1.C1(P(C2C=CC=CC=2)C2C=CC=CC=2)C=CC=CC=1>>[Br:1][C:2]1[CH:3]=[C:4]([O:8][C@H:19]2[CH2:18][CH2:17][C@H:16]([NH:15][C:14](=[O:23])[O:13][C:9]([CH3:11])([CH3:10])[CH3:12])[CH2:21][CH2:20]2)[CH:5]=[N:6][CH:7]=1. Starting materials: CC1=C(C=C(C=C1)N1C=NC=C1)[N+](=O)[O-] (1-(4-methyl-3-nitrophenyl)-imidazole), C=O (formalin), C=O (formalin). Run in O (water). Run at time 9 hour. Yields the product CC1=C(C=C(C=C1)N1C(=NC=C1)CO)[N+](=O)[O-] (1-(4-methyl-3-nitrophenyl)-2-hydroxymethylimidazole). RXN SMILES: [CH3:1][C:2]1[CH:7]=[CH:6][C:5]([N:8]2[CH:12]=[CH:11][N:10]=[CH:9]2)=[CH:4][C:3]=1[N+:13]([O-:15])=[O:14].[CH2:16]=[O:17]>O>[CH3:1][C:2]1[CH:7]=[CH:6][C:5]([N:8]2[CH:12]=[CH:11][N:10]=[C:9]2[CH2:16][OH:17])=[CH:4][C:3]=1[N+:13]([O-:15])=[O:14]. Procedure: In a sealed tube, 12 g of 1-(4-methyl-3-nitrophenyl)-imidazole was reacted with 12 ml of 37% formalin at 140° C. for 12 hours, and 6 ml of 37% formalin was further added and reaction was conducted for 9 hours under the same conditions as described above. The reaction mixture was cooled and water was added thereto. The precipitated crystal was recovered by filtration, dried and recrystallized from dimethyl formamide to obtain 10.2 g of the intended compound having a melting point of 185° C. Eleme...